This data is from the Open Reaction Database (ORD), a public repository of structured organic reaction records. The task is: describe an organic reaction: reactants, conditions, products, and yield Starting materials: NC1=C(C=O)C=CC=C1 (2-aminobenzaldehyde), ClC1=C(C(=CC=C1)OC)CCC#N (3-(2-chloro-6-methoxyphenyl)propionitrile). Procedure: The title compound was synthesized according to EXAMPLE 11 from 2-aminobenzaldehyde and 3-(2-chloro-6-methoxyphenyl)propionitrile. As a reaction SMILES: [NH2:1][C:2]1[CH:9]=[CH:8][CH:7]=[CH:6][C:3]=1[CH:4]=O.[Cl:10][C:11]1[CH:16]=[CH:15][CH:14]=[C:13]([O:17][CH3:18])[C:12]=1[CH2:19][CH2:20][C:21]#[N:22]>>[Cl:10][C:11]1[CH:16]=[CH:15][CH:14]=[C:13]([O:17][CH3:18])[C:12]=1[CH2:19][C:20]1[C:21]([NH2:22])=[N:1][C:2]2[C:3]([CH:4]=1)=[CH:6][CH:7]=[CH:8][CH:9]=2. Yields the product ClC1=C(CC=2C(=NC3=CC=CC=C3C2)N)C(=CC=C1)OC (3-(2-Chloro-6-methoxybenzyl)quinolin-2-amine). Starting materials: C(C)(=O)O[C@H]1[C@H](OCCBr)O[C@@H]([C@@H]([C@@H]1OC(C)=O)O[C@@H]1[C@H](OC(C)=O)[C@@H](OC(C)=O)[C@@H](OC(C)=O)[C@H](O1)COC(C)=O)COC(C)=O (2-Bromoethyl 2,3,6-tri-O-acetyl-4-O-(2,3,4,6-tetra-O-acetyl-α-D-galactopyranosyl)-β-D-galactopyranoside), [C@@H]1([C@H](O)[C@@H](O)[C@@H](O)[C@H](O1)CO)O[C@@H]1[C@@H]([C@H]([C@H](OCCSC2=CC=C(C=C2)N)O[C@@H]1CO)O)O (2-(p-Aminophenylthio)ethyl 4-O-(β-D-galactopyranosyl)-β-D-galactopyranoside). Yields the product [C@H]1([C@H](O)[C@@H](O)[C@@H](O)[C@H](O1)CO)O[C@@H]1[C@@H]([C@H]([C@H](OCCSC2=CC=C(C=C2)N)O[C@@H]1CO)O)O (2-(p-Aminophenylthio)ethyl 4-O-(α-D-galactopyranosyl)-β-D-galactopyranoside). RXN SMILES: C(O[C@@H]1[C@@H](OC(=O)C)[C@@H](O[C@H]2O[C@H](COC(=O)C)[C@H](OC(=O)C)[C@H](OC(=O)C)[C@H]2OC(=O)C)[C@@H](COC(=O)C)O[C@H]1OCCBr)(=O)C.[C@@H:48]1([O:59][C@H:60]2[C@@H:76]([CH2:77][OH:78])[O:75][C@@H:63]([O:64][CH2:65][CH2:66][S:67][C:68]3[CH:73]=[CH:72][C:71]([NH2:74])=[CH:70][CH:69]=3)[C@H:62]([OH:79])[C@H:61]2[OH:80])[O:56][C@H:55]([CH2:57][OH:58])[C@H:53]([OH:54])[C@H:51]([OH:52])[C@H:49]1[OH:50]>>[C@H:48]1([O:59][C@H:60]2[C@@H:76]([CH2:77][OH:78])[O:75][C@@H:63]([O:64][CH2:65][CH2:66][S:67][C:68]3[CH:69]=[CH:70][C:71]([NH2:74])=[CH:72][CH:73]=3)[C@H:62]([OH:79])[C@H:61]2[OH:80])[O:56][C@H:55]([CH2:57][OH:58])[C@H:53]([OH:54])[C@H:51]([OH:52])[C@H:49]1[OH:50]. Procedure details: 2-Bromoethyl 2,3,6-tri-O-acetyl-4-O-(2,3,4,6-tetra-O-acetyl-αD-galactopyranosyl)-β-D-galactopyranoside (15) (170 mg; 0.23 mmol) was treated as above (compound 26). The crude product, that was obtained after the deacetylation reaction, was filtered through a column (SiO2, ethyl acetate/methanol 2:3) which gave the title compound (27) as an amorphous solid. Yield: 110 mg (97%). Chromatography (SiO2, chloroform/methanol/water 65:35:10; lower phase) gave an analytical sample: [α]D23 +70.6° (c 0.58; ... Reactants: C1CCOC1, Cl, [Li+], [OH-], O, O, COC(=O)c1ccc(O)cc1OC. Yields the product COc1cc(O)ccc1C(=O)O. Reaction SMILES: [CH2:19]1[O:20][CH2:21][CH2:22][CH2:23]1.[ClH:18].[Li+:16].[OH-:15].[OH2:14].[OH2:17].[OH:1][c:2]1[cH:3][c:4]([O:12][CH3:13])[c:5]([C:6](=[O:7])[O:8][CH3:9])[cH:10][cH:11]1>>[OH:1][c:2]1[cH:3][c:4]([O:12][CH3:13])[c:5]([C:6](=[O:7])[OH:8])[cH:10][cH:11]1.